describe an organic reaction: reactants, conditions, products, and yield From a dataset of the Open Reaction Database (ORD), a public repository of structured organic reaction records. Starting materials: BrC1=CC=C(C=C1)I (4-bromoiodobenzene), C(C#C)O (propargyl alcohol). Reagents/catalysts: C=1C=CC(=CC1)[P](C=2C=CC=CC2)(C=3C=CC=CC3)[Pd]([P](C=4C=CC=CC4)(C=5C=CC=CC5)C=6C=CC=CC6)([P](C=7C=CC=CC7)(C=8C=CC=CC8)C=9C=CC=CC9)[P](C=1C=CC=CC1)(C=1C=CC=CC1)C=1C=CC=CC1 (Pd(PPh3)4). Run in C(C)N(CC)CC (triethylamine). Conditions: time 8 hour. Product: EtOAc hexanes, BrC1=CC=C(C=C1)C#CCO (1-(4-bromophenyl)-1-propyne-3-ol). The yield is 20.0%. RXN SMILES: [Br:1][C:2]1[CH:7]=[CH:6][C:5](I)=[CH:4][CH:3]=1.[CH2:9]([OH:12])[C:10]#[CH:11]>C(N(CC)CC)C.C1C=CC([P]([Pd]([P](C2C=CC=CC=2)(C2C=CC=CC=2)C2C=CC=CC=2)([P](C2C=CC=CC=2)(C2C=CC=CC=2)C2C=CC=CC=2)[P](C2C=CC=CC=2)(C2C=CC=CC=2)C2C=CC=CC=2)(C2C=CC=CC=2)C2C=CC=CC=2)=CC=1>[Br:1][C:2]1[CH:7]=[CH:6][C:5]([C:11]#[C:10][CH2:9][OH:12])=[CH:4][CH:3]=1 |^1:23,25,44,63|. Procedure details: To a solution of 4-bromoiodobenzene (10.0 g, 35.3 mmol) in triethylamine (Et3N, 100 mL) was added propargyl alcohol (2.7 mL, 2.57 g, 45.9 mmol), Cul (0.81 g, 4.24 mmol), and Pd(PPh3)4 (1.63 g, 1.41 mmol). The mixture was stirred overnight, then the reaction mixture was concentrated. Column chromatography (20-35% EtOAc/hexanes) provided 1-(4-bromophenyl)-1-propyne-3-ol B (6.58 g, 88%) as a yellow/orange solid. 1H NMR (300 MHz, CDCl3) 1.77 (t, 1H), 4.48 (d, 2H), 7.29 (d, 2H), 7.45 (d, 2H).